Dataset: the Open Reaction Database (ORD), a public repository of structured organic reaction records. Task: describe an organic reaction: reactants, conditions, products, and yield Starting materials: O, CC(O)[PH](=O)O, OCc1ccccc1, c1ccccc1. The product is CC(O)[PH](=O)OCc1ccccc1. As a reaction SMILES: [OH2:15].[OH:1][CH:2]([CH3:3])[PH:4]([OH:5])=[O:6].[OH:7][CH2:8][c:9]1[cH:10][cH:11][cH:12][cH:13][cH:14]1.[cH:16]1[cH:17][cH:18][cH:19][cH:20][cH:21]1>>[OH:1][CH:2]([CH3:3])[PH:4](=[O:5])[O:6][CH2:8][c:9]1[cH:10][cH:11][cH:12][cH:13][cH:14]1. Starting materials: CN(C=O)C (N,N-dimethylformamide), FC1=C(C=CC(=C1)F)NS(=O)(=O)C(C)C (propane-2-sulfonic acid (2,4-difluoro-phenyl)-amide), C(CCC)[Li] (n-butyllithium), C(CCC)[Li] (n-butyllithium), O (water). Solvent: O1CCCC1 (tetrahydrofuran). Run at time 40 minute. The product is FC1=C(C=CC(=C1C=O)F)NS(=O)(=O)C(C)C (propane-2-sulfonic acid (2,4-difluoro-3-formyl-phenyl)-amide). Reaction SMILES: [F:1][C:2]1[CH:7]=[C:6]([F:8])[CH:5]=[CH:4][C:3]=1[NH:9][S:10]([CH:13]([CH3:15])[CH3:14])(=[O:12])=[O:11].C([Li])CCC.CN(C)[CH:23]=[O:24].O>O1CCCC1>[F:1][C:2]1[C:7]([CH:23]=[O:24])=[C:6]([F:8])[CH:5]=[CH:4][C:3]=1[NH:9][S:10]([CH:13]([CH3:15])[CH3:14])(=[O:12])=[O:11]. Reported procedure: To propane-2-sulfonic acid (2,4-difluoro-phenyl)-amide (48, 2.35 g, 9.95 mmol) in tetrahydrofuran (70 mL) under an atmosphere of nitrogen cooled with a dry ice/acetone bath was added 1.60 M of n-butyllithium (1.60 M in hexane, 6.53 mL, 10.45 mmol). The reaction was stirred for 40 minutes, and then another portion of n-butyllithium (1.60 M in hexane, 6.84 mL, 10.94 mmol). The reaction was stirred for 1 hour and N,N-dimethylformamide (0.92 mL, 11.9 mmol) was added. The reaction was allowed to warm... Procedure: A small amount of vanadium tetrakis(dimethylamide) was dissolved in pentane, and an excess of trimethylsilylmethyllithium was added. Lithium dimethylamide precipitated. The mixture was filtered and the esr spectrum was recorded. An eight-line spectrum was observed at g = 1.973 ± 0.001 with a hyperfine coupling constant to vanadium of 60.3 G. This coupling constant is midway between V(NMe2)4 (65.1 G) and (Me3SiCH2)4V (55 G). This spectrum implied the existence of bis(trimethylsilylmethyl)vanadium... RXN SMILES: [CH3:1][N-:2][CH3:3].[CH3:4][N-:5][CH3:6].C[N-]C.C[N-]C.[V+4:13].[CH3:14][Si:15]([CH2:18][Li])([CH3:17])[CH3:16]>CCCCC>[CH3:1][N-:2][CH3:3].[CH3:4][N-:5][CH3:6].[CH3:14][Si:15]([CH2:18][V+2:13][CH2:14][Si:15]([CH3:18])([CH3:17])[CH3:16])([CH3:17])[CH3:16] |f:0.1.2.3.4,7.8.9|. Run in CCCCC (pentane). The reactants are C[N-]C.C[N-]C.C[N-]C.C[N-]C.[V+4] (vanadium tetrakis(dimethylamide)), C[Si](C)(C)C[Li] (trimethylsilylmethyllithium). Product: C[N-]C.C[N-]C.C[Si](C)(C)C[V+2]C[Si](C)(C)C (Bis(trimethylsilylmethyl)vanadium bis(dimethylamide)).